The task is: describe an organic reaction: reactants, conditions, products, and yield. This data is from the Open Reaction Database (ORD), a public repository of structured organic reaction records. Starting materials: Cl, O=C1CCC(=O)O1, O=C1OC(CO)CN1c1ccc2cc(-c3ccccc3C(F)(F)F)[nH]c(=O)c2c1, c1ccncc1. The product is O=C(O)CCC(=O)OCC1CN(c2ccc3cc(-c4ccccc4C(F)(F)F)[nH]c(=O)c3c2)C(=O)O1. Reaction SMILES: [ClH:37].[O:30]=[C:31]1[CH2:32][CH2:33][C:34](=[O:35])[O:36]1.[OH:1][CH2:2][CH:3]1[CH2:4][N:5]([c:9]2[cH:10][cH:11][c:12]3[cH:13][c:14](-[c:20]4[c:21]([C:26]([F:27])([F:28])[F:29])[cH:22][cH:23][cH:24][cH:25]4)[nH:15][c:16](=[O:19])[c:17]3[cH:18]2)[C:6](=[O:8])[O:7]1.[cH:38]1[cH:39][cH:40][n:41][cH:42][cH:43]1>>[O:1]([CH2:2][CH:3]1[CH2:4][N:5]([c:9]2[cH:10][cH:11][c:12]3[cH:13][c:14](-[c:20]4[c:21]([C:26]([F:27])([F:28])[F:29])[cH:22][cH:23][cH:24][cH:25]4)[nH:15][c:16](=[O:19])[c:17]3[cH:18]2)[C:6](=[O:8])[O:7]1)[C:34]([CH2:33][CH2:32][C:31](=[O:30])[OH:36])=[O:35]. Starting materials: C([O-])([O-])=O.[K+].[K+] (potassium carbonate), S(=O)(Cl)Cl (thionyl chloride), N1C=NC=C1 (imidazole), C(#N)C=1C=C2CCCC(C2=CC1)=O (6-cyano-1-tetralone). The solvent is O (water), C(Cl)Cl (methylene chloride). Run at time 7 hour. Yields the product C(#N)C=1C=C2CCC=C(C2=CC1)N1C=NC=C1 (6-Cyano-1-(1-imidazolyl)-3,4-dihydronaphthalene). Reaction SMILES: S(Cl)(Cl)=O.[NH:5]1[CH:9]=[CH:8][N:7]=[CH:6]1.[C:10]([C:12]1[CH:13]=[C:14]2[C:19](=[CH:20][CH:21]=1)[C:18](=O)[CH2:17][CH2:16][CH2:15]2)#[N:11].C(=O)([O-])[O-].[K+].[K+]>C(Cl)Cl.O>[C:10]([C:12]1[CH:13]=[C:14]2[C:19](=[CH:20][CH:21]=1)[C:18]([N:5]1[CH:9]=[CH:8][N:7]=[CH:6]1)=[CH:17][CH2:16][CH2:15]2)#[N:11] |f:3.4.5|. Procedure: 175 μl of thionyl chloride are added dropwise to a solution of 272 mg of imidazole in 2.5 ml of methylene chloride. 342 mg of 6-cyano-1-tetralone are added in portions to the resulting white suspension, and the reaction mixture is stirred for 7 hours at 40° and then for 24 hours at room temperature. 386 mg of potassium carbonate in 1.6 ml of water are added to the reaction mixture, which is then extracted with chloroform. After drying the organic phase over sodium sulfate, concentration is carri... The reactants are C[O-], CI, CO, COCCOC, [Cl-], [NH4+], [Na+], N#CC(Sc1nc2ccccc2s1)c1cccc(C(=O)c2ccccc2)c1. The product is CC(C#N)(Sc1nc2ccccc2s1)c1cccc(C(=O)c2ccccc2)c1. RXN SMILES: [CH3:28][O-:29].[CH3:31][I:32].[CH3:35][OH:36].[CH3:37][O:38][CH2:39][CH2:40][O:41][CH3:42].[Cl-:33].[NH4+:34].[Na+:30].[s:1]1[c:2]([S:10][CH:11]([C:12]#[N:13])[c:14]2[cH:15][c:16]([C:20]([c:21]3[cH:22][cH:23][cH:24][cH:25][cH:26]3)=[O:27])[cH:17][cH:18][cH:19]2)[n:3][c:4]2[c:5]1[cH:6][cH:7][cH:8][cH:9]2>>[s:1]1[c:2]([S:10][C:11]([C:12]#[N:13])([c:14]2[cH:15][c:16]([C:20]([c:21]3[cH:22][cH:23][cH:24][cH:25][cH:26]3)=[O:27])[cH:17][cH:18][cH:19]2)[CH3:28])[n:3][c:4]2[c:5]1[cH:6][cH:7][cH:8][cH:9]2.